From a dataset of the Open Reaction Database (ORD), a public repository of structured organic reaction records. describe an organic reaction: reactants, conditions, products, and yield Starting materials: ClCC(=O)NC=1SC=C(N1)C(C(=O)NC1[C@@H]2N(C(=C(CS2)COC)C(=O)OC(C2=CC=CC=C2)C2=CC=CC=C2)C1=O)=NOCC (benzhydryl 7-[2-(2-chloroacetamidothiazol-4-yl)-2-ethoxyiminoacetamido]-3-methoxymethyl-3-cephem-4-carboxylate), NC(=S)N (thiourea). The product is NC=1SC=C(N1)C(C(=O)NC1[C@@H]2N(C(=C(CS2)COC)C(=O)OC(C2=CC=CC=C2)C2=CC=CC=C2)C1=O)=NOCC (benzhydryl 7-[2-(2-aminothiazol-4-yl)-2-ethoxyiminoacetamido]-3-methoxymethyl-3-cephem-4-carboxylate). The yield is 69.0%. As a reaction SMILES: ClCC([NH:5][C:6]1[S:7][CH:8]=[C:9]([C:11](=[N:43][O:44][CH2:45][CH3:46])[C:12]([NH:14][CH:15]2[C:41](=[O:42])[N:17]3[C:18]([C:25]([O:27][CH:28]([C:35]4[CH:40]=[CH:39][CH:38]=[CH:37][CH:36]=4)[C:29]4[CH:34]=[CH:33][CH:32]=[CH:31][CH:30]=4)=[O:26])=[C:19]([CH2:22][O:23][CH3:24])[CH2:20][S:21][C@H:16]23)=[O:13])[N:10]=1)=O.NC(N)=S>>[NH2:5][C:6]1[S:7][CH:8]=[C:9]([C:11](=[N:43][O:44][CH2:45][CH3:46])[C:12]([NH:14][CH:15]2[C:41](=[O:42])[N:17]3[C:18]([C:25]([O:27][CH:28]([C:35]4[CH:40]=[CH:39][CH:38]=[CH:37][CH:36]=4)[C:29]4[CH:34]=[CH:33][CH:32]=[CH:31][CH:30]=4)=[O:26])=[C:19]([CH2:22][O:23][CH3:24])[CH2:20][S:21][C@H:16]23)=[O:13])[N:10]=1. Reported procedure: 191 mg of this benzhydryl 7-[2-(2-chloroacetamidothiazol-4-yl)-2-ethoxyiminoacetamido]-3-methoxymethyl-3-cephem-4-carboxylate were then treated with 40 mg of thiourea, as described in Preparation 4, to give 117 mg of benzhydryl 7-[2-(2-aminothiazol-4-yl)-2-ethoxyiminoacetamido]-3-methoxymethyl-3-cephem-4-carboxylate, in the form of a pale pink powder, which was then treated with 1.5 ml of trifluoroacetic acid in a mixture of anisole and methylene chloride. When diisopropyl ether was added to the... Reactants: C(#N)C1=NC=CC(=C1)N1CCC(CC1)N(C(OC(C)(C)C)=O)C (tert-Butyl 1-(2-cyanopyridin-4-yl)piperidin-4-yl(methyl)carbamate), C(=O)(C(F)(F)F)O (TFA). Solvent: C(Cl)Cl (DCM). Run at time 2 hour. Yields the product CNC1CCN(CC1)C1=CC(=NC=C1)C#N (4-(4-(Methylamino)piperidin-1-yl)picolinonitrile). RXN SMILES: [C:1]([C:3]1[CH:8]=[C:7]([N:9]2[CH2:14][CH2:13][CH:12]([N:15](C)[C:16](=O)OC(C)(C)C)[CH2:11][CH2:10]2)[CH:6]=[CH:5][N:4]=1)#[N:2].C(O)(C(F)(F)F)=O>C(Cl)Cl>[CH3:16][NH:15][CH:12]1[CH2:11][CH2:10][N:9]([C:7]2[CH:6]=[CH:5][N:4]=[C:3]([C:1]#[N:2])[CH:8]=2)[CH2:14][CH2:13]1. Procedure details: tert-Butyl 1-(2-cyanopyridin-4-yl)piperidin-4-yl(methyl)carbamate (300 mg, 0.949 mmol, 1.0 eq.) was dissolved in DCM (10 ml); TFA (2 ml) was added at 0° C. and stirring was carried out for 2 hours at RT. The reaction mixture was concentrated under reduced pressure, taken up several times in toluene and dried. The crude product was used in the next stage without being purified further. Starting materials: [OH-].[K+] (potassium hydroxide), ClC=1C(=CC(=C(OC2=C3C(=NC=C2)NN=C3)C1)C)[N+](=O)[O-] (4-(5-chloro-2-methyl-4-nitrophenoxy)-1H-pyrazolo[3,4-b]pyridine), II (iodine). Run in CN(C)C=O (DMF). Conditions: temperature 50 celsius, time 2 day. Yields the product ClC=1C(=CC(=C(OC2=C3C(=NC=C2)NN=C3I)C1)C)[N+](=O)[O-] (4-(5-chloro-2-methyl-4-nitrophenoxy)-3-iodo-1H-pyrazolo[3,4-b]pyridine). RXN SMILES: [Cl:1][C:2]1[C:3]([N+:19]([O-:21])=[O:20])=[CH:4][C:5]([CH3:18])=[C:6]([CH:17]=1)[O:7][C:8]1[CH:13]=[CH:12][N:11]=[C:10]2[NH:14][N:15]=[CH:16][C:9]=12.[OH-].[K+].[I:24]I>CN(C=O)C>[Cl:1][C:2]1[C:3]([N+:19]([O-:21])=[O:20])=[CH:4][C:5]([CH3:18])=[C:6]([CH:17]=1)[O:7][C:8]1[CH:13]=[CH:12][N:11]=[C:10]2[NH:14][N:15]=[C:16]([I:24])[C:9]=12 |f:1.2|. Procedure details: To a stirred solution of 4-(5-chloro-2-methyl-4-nitrophenoxy)-1H-pyrazolo[3,4-b]pyridine (21.0 g, 68.9 mmol) in DMF (100 mL) was added freshly ground (mortar/pestle) potassium hydroxide (11.6 g, 207 mmol) flakes followed immediately by iodine (26.2 g, 103 mmol) under N2 at 25° C. The dark reaction was heated to 50° C. for 6 hours. The mixture was quenched by addition of aqueous 10% NaHSO3 (75 mL). The suspension was further diluted by addition of water (100 mL) and filtered. The resulting precip... The reactants are O=c1[nH]ccc(NCC(O)c2cccc(Cl)c2)c1-c1ncc(-c2ccc(Br)cc2)n1O, CO, [Cl-], [Cl-], [Cl-], Cl, [Ti+3]. The product is O=c1[nH]ccc(NCC(O)c2cccc(Cl)c2)c1-c1ncc(-c2ccc(Br)cc2)[nH]1. As a reaction SMILES: [Br:1][c:2]1[cH:3][cH:4][c:5](-[c:8]2[cH:9][n:10][c:11](-[c:14]3[c:15](=[O:31])[nH:16][cH:17][cH:18][c:19]3[NH:20][CH2:21][CH:22]([OH:23])[c:24]3[cH:25][c:26]([Cl:30])[cH:27][cH:28][cH:29]3)[n:12]2[OH:13])[cH:6][cH:7]1.[CH3:32][OH:33].[Cl-:35].[Cl-:37].[Cl-:38].[ClH:34].[Ti+3:36]>>[Br:1][c:2]1[cH:3][cH:4][c:5](-[c:8]2[cH:9][n:10][c:11](-[c:14]3[c:15](=[O:31])[nH:16][cH:17][cH:18][c:19]3[NH:20][CH2:21][CH:22]([OH:23])[c:24]3[cH:25][c:26]([Cl:30])[cH:27][cH:28][cH:29]3)[nH:12]2)[cH:6][cH:7]1. Yields the product C(C)(C)S(=O)(=O)N1C(=NC2=C1C=C(C=C2)C=2N=C(NC2C2=CC=CC=C2)C2CCNCC2)N (1-isopropylsulfonyl-2-amino-6-(2-(piperidin-4-yl)-5-(phenyl)-imidazol-4-yl)-benzimidazole). Reported procedure: Vigorously stir a mixture of 1-isopropylsulfonyl-2-amino-6-(2-(1-(benzyloxycarbonyl)piperidin-4-yl)-5-(phenyl)-imidazol-4-yl)-benzimidazole (0.74 g, 1.24 mmol), ammonium formate (4.94 mmol), and 10% palladium on carbon (0.12 mmol) in 30 mL absolute ethanol at reflux for 5 hours. Cool the reaction mixture to room temperature, filter through a bed of Celite®, and concentrate the filtrate under reduced pressure. Subject the residue to silica gel chromatography, eluting with 19:1 dichloromethane:met... The reagents and catalysts are [Pd] (palladium on carbon). Run in C(C)O (ethanol). The reactants are C(C)(C)S(=O)(=O)N1C(=NC2=C1C=C(C=C2)C=2N=C(NC2C2=CC=CC=C2)C2CCN(CC2)C(=O)OCC2=CC=CC=C2)N (1-isopropylsulfonyl-2-amino-6-(2-(1-(benzyloxycarbonyl)piperidin-4-yl)-5-(phenyl)-imidazol-4-yl)-benzimidazole), C(=O)[O-].[NH4+] (ammonium formate). As a reaction SMILES: [CH:1]([S:4]([N:7]1[C:11]2[CH:12]=[C:13]([C:16]3[N:17]=[C:18]([CH:27]4[CH2:32][CH2:31][N:30](C(OCC5C=CC=CC=5)=O)[CH2:29][CH2:28]4)[NH:19][C:20]=3[C:21]3[CH:26]=[CH:25][CH:24]=[CH:23][CH:22]=3)[CH:14]=[CH:15][C:10]=2[N:9]=[C:8]1[NH2:43])(=[O:6])=[O:5])([CH3:3])[CH3:2].C([O-])=O.[NH4+]>[Pd].C(O)C>[CH:1]([S:4]([N:7]1[C:11]2[CH:12]=[C:13]([C:16]3[N:17]=[C:18]([CH:27]4[CH2:32][CH2:31][NH:30][CH2:29][CH2:28]4)[NH:19][C:20]=3[C:21]3[CH:26]=[CH:25][CH:24]=[CH:23][CH:22]=3)[CH:14]=[CH:15][C:10]=2[N:9]=[C:8]1[NH2:43])(=[O:5])=[O:6])([CH3:3])[CH3:2] |f:1.2|.